From a dataset of the Open Reaction Database (ORD), a public repository of structured organic reaction records. describe an organic reaction: reactants, conditions, products, and yield The product is OC(CSc1cccc2ncccc12)CN1CCN(C(c2ccccc2)c2ccccc2)CC1. Starting materials: OC(CCl)CN1CCN(C(c2ccccc2)c2ccccc2)CC1, Sc1cccc2ncccc12. As a reaction SMILES: [Cl:12][CH2:13][CH:14]([CH2:15][N:16]1[CH2:17][CH2:18][N:19]([CH:22]([c:23]2[cH:24][cH:25][cH:26][cH:27][cH:28]2)[c:29]2[cH:30][cH:31][cH:32][cH:33][cH:34]2)[CH2:20][CH2:21]1)[OH:35].[n:1]1[cH:2][cH:3][cH:4][c:5]2[c:6]([SH:11])[cH:7][cH:8][cH:9][c:10]12>>[n:1]1[cH:2][cH:3][cH:4][c:5]2[c:6]([S:11][CH2:13][CH:14]([CH2:15][N:16]3[CH2:17][CH2:18][N:19]([CH:22]([c:23]4[cH:24][cH:25][cH:26][cH:27][cH:28]4)[c:29]4[cH:30][cH:31][cH:32][cH:33][cH:34]4)[CH2:20][CH2:21]3)[OH:35])[cH:7][cH:8][cH:9][c:10]12. Yield: 68.2%. As a reaction SMILES: CO[CH:3](OC)[CH:4]([C:18]#[N:19])[CH2:5][C:6]1[CH:11]=[C:10]([O:12][CH3:13])[C:9]([O:14][CH3:15])=[C:8]([O:16][CH3:17])[CH:7]=1.S(O)(O)(=O)=O.[OH:27][CH2:28][CH2:29][NH:30][C:31]([NH2:33])=[NH:32].C[O-].[Na+]>C(O)C>[OH:27][CH2:28][CH2:29][NH:30][C:31]1[N:33]=[C:18]([NH2:19])[C:4]([CH2:5][C:6]2[CH:7]=[C:8]([O:16][CH3:17])[C:9]([O:14][CH3:15])=[C:10]([O:12][CH3:13])[CH:11]=2)=[CH:3][N:32]=1 |f:1.2,3.4|. Reactants: COC(C(CC1=CC(=C(C(=C1)OC)OC)OC)C#N)OC (α-cyano-β-(3,4,5-trimethoxyphenyl)-propionaldehyde dimethylacetal), S(=O)(=O)(O)O.OCCNC(=N)N (β-hydroxyethylguanidine sulfate), C[O-].[Na+] (sodium methylate). Procedure details: 6.4 g of α-cyano-β-(3,4,5-trimethoxyphenyl)-propionaldehyde dimethylacetal, 3 g of β-hydroxyethylguanidine sulfate and 1.1 g of sodium methylate in 100 ml of ethanol were refluxed for 5 hours. The ethanol was then distilled off and the residue was dissolved in 100 ml of water. On extracting the solution with chloroform, 3.4 g (50% of theory) of 2-(β-hydroxyethylamino)-4-amino-5-(3,4,5-trimethoxybenzyl)-pyrimidine were obtained, melting at 146° C. after recrystallization from isopropanol. Yields the product OCCNC1=NC=C(C(=N1)N)CC1=CC(=C(C(=C1)OC)OC)OC (2-(β-hydroxyethylamino)-4-amino-5-(3,4,5-trimethoxybenzyl)-pyrimidine). Solvent: C(C)O (ethanol). The reactants are Cl.C(CCC)OC([C@@H](NC([C@@H](NC(=O)OCC1=CC=CC=C1)C)=O)CCCNC(N)=N)OCCCC (N-benzyloxycarbonyl-L-alanyl-L-argininal dibutylacetal hydrochloride), [H][H] (hydrogen). The reagents and catalysts are [Pd] (palladium black). Run in CO (methanol). Yields the product Cl.C(CCC)OC([C@@H](NC([C@@H](N)C)=O)CCCNC(N)=N)OCCCC (L-alanyl-L-argininal dibutylacetal hydrochloride). Yield: 98.0%. As a reaction SMILES: [ClH:1].[CH2:2]([O:6][CH:7]([O:32][CH2:33][CH2:34][CH2:35][CH3:36])[C@H:8]([CH2:25][CH2:26][CH2:27][NH:28][C:29](=[NH:31])[NH2:30])[NH:9][C:10](=[O:24])[C@H:11]([CH3:23])[NH:12]C(OCC1C=CC=CC=1)=O)[CH2:3][CH2:4][CH3:5].[H][H]>CO.[Pd]>[ClH:1].[CH2:2]([O:6][CH:7]([O:32][CH2:33][CH2:34][CH2:35][CH3:36])[C@H:8]([CH2:25][CH2:26][CH2:27][NH:28][C:29](=[NH:30])[NH2:31])[NH:9][C:10](=[O:24])[C@H:11]([CH3:23])[NH2:12])[CH2:3][CH2:4][CH3:5] |f:0.1,5.6|. Reported procedure: After N-benzyloxycarbonyl-L-alanyl-L-argininal dibutylacetal hydrochloride (0.45 g, 0.85 mmol) was dissolved in methanol (25 ml), palladium black (1 g) was added to the solution. The mixture was stirred at room temperature for 2 hours in a hydrogen flow. After completion of the reaction, the catalyst was filtered off and the filtrate was concentrated to give 0.33 g (97%) of L-alanyl-L-argininal dibutylacetal hydrochloride as oil.